From a dataset of the Open Reaction Database (ORD), a public repository of structured organic reaction records. describe an organic reaction: reactants, conditions, products, and yield Yields the product NC1=C(C=CC=C1)NC(=S)NCC1CCN(CC1)CC1=CC(=C(C=C1)Cl)Cl (2-amino-phenyl-3-[1-(3,4-dichloro-benzyl)-piperidin-4-ylmethyl]-thiourea). Procedure: After dissolving C-[1-(3,4-dichloro-benzyl)-piperidin-4-yl]-methylamine (80 mg) in acetonitrile (2 ml), thiocarbonyldiimidazole (80 mg) and imidazole (6 mg) were added at 0° C. The mixture was stirred at room temperature for 2 hours and 30 minutes, and then 3-nitro-1,2-phenylenediamine (66 mg) was added and the temperature was raised to 50° C. prior to stirring for 12 hours. The reaction mixture was filtered, the solvent was removed under reduced pressure, and the obtained residue was purified b... The solvent is C(C)#N (acetonitrile). Starting materials: ClC=1C=C(CN2CCC(CC2)CN)C=CC1Cl (C-[1-(3,4-dichloro-benzyl)-piperidin-4-yl]-methylamine), C(=S)(N1C=NC=C1)N1C=NC=C1 (thiocarbonyldiimidazole), N1C=NC=C1 (imidazole), [N+](=O)([O-])C=1C(=C(C=CC1)N)N (3-nitro-1,2-phenylenediamine). Run at time 30 minute. RXN SMILES: [Cl:1][C:2]1[CH:3]=[C:4]([CH:14]=[CH:15][C:16]=1[Cl:17])[CH2:5][N:6]1[CH2:11][CH2:10][CH:9]([CH2:12][NH2:13])[CH2:8][CH2:7]1.[C:18]([N:25]1[CH:29]=[CH:28][N:27]=C1)(N1C=CN=C1)=[S:19].N1C=CN=C1.[N+]([C:38]1[C:39](N)=C(N)C=[CH:42][CH:43]=1)([O-])=O>C(#N)C>[NH2:27][C:28]1[CH:42]=[CH:43][CH:38]=[CH:39][C:29]=1[NH:25][C:18]([NH:13][CH2:12][CH:9]1[CH2:10][CH2:11][N:6]([CH2:5][C:4]2[CH:14]=[CH:15][C:16]([Cl:17])=[C:2]([Cl:1])[CH:3]=2)[CH2:7][CH2:8]1)=[S:19]. Reactants: N#Cc1ccc2c(c1)COC2(CCCI)c1ccc(F)cc1, CCN(CC)C(C)C, CCOC(=O)CNC, CCOC(C)=O, C1CCOC1. Yields the product CCOC(=O)CN(C)CCCC1(c2ccc(F)cc2)OCc2cc(C#N)ccc21. Reaction SMILES: [C:1](#[N:2])[c:3]1[cH:4][c:5]2[c:9]([cH:10][cH:11]1)[C:8]([c:12]1[cH:13][cH:14][c:15]([F:18])[cH:16][cH:17]1)([CH2:19][CH2:20][CH2:21][I:22])[O:7][CH2:6]2.[CH2:31]([N:32]([CH2:33][CH3:34])[CH:35]([CH3:36])[CH3:37])[CH3:38].[CH3:23][NH:24][CH2:25][C:26](=[O:27])[O:28][CH2:29][CH3:30].[CH3:39][CH2:40][O:41][C:42](=[O:43])[CH3:44].[O:45]1[CH2:46][CH2:47][CH2:48][CH2:49]1>>[C:1](#[N:2])[c:3]1[cH:4][c:5]2[c:9]([cH:10][cH:11]1)[C:8]([c:12]1[cH:13][cH:14][c:15]([F:18])[cH:16][cH:17]1)([CH2:19][CH2:20][CH2:21][N:24]([CH3:23])[CH2:25][C:26](=[O:27])[O:28][CH2:29][CH3:30])[O:7][CH2:6]2. The reactants are FC(F)(F)c1ccc(OCc2ccccc2)cc1, CCO, [H][H]. Yields the product Oc1ccc(C(F)(F)F)cc1. RXN SMILES: [CH2:1]([c:2]1[cH:3][cH:4][cH:5][cH:6][cH:7]1)[O:8][c:9]1[cH:10][cH:11][c:12]([C:15]([F:16])([F:17])[F:18])[cH:13][cH:14]1.[CH3:21][CH2:22][OH:23].[H:19][H:20]>>[OH:8][c:9]1[cH:10][cH:11][c:12]([C:15]([F:16])([F:17])[F:18])[cH:13][cH:14]1. The reactants are mercuric oxide, FC1=C(COC=2C(=NC=CC2)NC(=S)NC2=CC=C(C=C2)Cl)C(=CC=C1)F (N-[3-(2-,6-difluorobenzyloxy)pyrid-2-yl]-N'-4-chlorophenylthiourea), N (ammonia). Procedure details: A mixture of yellow mercuric oxide. (0.75g, 0.0034mol), N-[3-(2-,6-difluorobenzyloxy)pyrid-2-yl]-N'-4-chlorophenylthiourea (1.11 g, 0.003mol) and methanolic ammonia solution (40 ml) was stirred for 15 hours at room temperature. The solvent was removed in vacuo and the black residue was boiled with chloroform and filtered hot. Evaporation of the solvent followed by recrystallisation from ethanol gave the desired product. Yield 0.54 g (51%),m.p. 136°-137 ° C. The product is FC1=C(COC=2C(=NC=CC2)NC(=N)NC2=CC=CC=C2)C(=CC=C1)F (3-(2,6-Difluorobenzyloxy)-pyrid-2-yl-N'-phenylguanidine). Reaction SMILES: [F:1][C:2]1[CH:26]=[CH:25][CH:24]=[C:23]([F:27])[C:3]=1[CH2:4][O:5][C:6]1[C:7]([NH:12][C:13]([NH:15][C:16]2[CH:21]=[CH:20][C:19](Cl)=[CH:18][CH:17]=2)=S)=[N:8][CH:9]=[CH:10][CH:11]=1.[NH3:28]>>[F:1][C:2]1[CH:26]=[CH:25][CH:24]=[C:23]([F:27])[C:3]=1[CH2:4][O:5][C:6]1[C:7]([NH:12][C:13]([NH:15][C:16]2[CH:21]=[CH:20][CH:19]=[CH:18][CH:17]=2)=[NH:28])=[N:8][CH:9]=[CH:10][CH:11]=1. Isolated yield 67.2%. Solvent: ClCCl (dichloromethane). As a reaction SMILES: [CH3:1][O:2][C:3](=[O:13])[CH2:4][O:5][C:6]1[CH:11]=[CH:10][C:9]([NH2:12])=[CH:8][N:7]=1.[F:14][C:15]1[CH:23]=[CH:22][C:18]([C:19](Cl)=[O:20])=[CH:17][CH:16]=1.C(N(CC)C(C)C)(C)C.C(OCC)(=O)C>ClCCl>[CH3:1][O:2][C:3](=[O:13])[CH2:4][O:5][C:6]1[CH:11]=[CH:10][C:9]([NH:12][C:19](=[O:20])[C:18]2[CH:22]=[CH:23][C:15]([F:14])=[CH:16][CH:17]=2)=[CH:8][N:7]=1. Yields the product COC(COC1=NC=C(C=C1)NC(C1=CC=C(C=C1)F)=O)=O ([5-(4-Fluoro-Benzoylamino)Pyridin-2-Yloxy]Acetic Acid Methyl Ester). Procedure details: To a solution of (5-aminopyridin-2-yloxy)acetic acid methyl ester (0.16 g, 0.88 mmol) in dichloromethane (5 mL) was added 4-fluorobenzoyl chloride (0.11 mL, 0.97 mmol) and N,N-diisopropylethylamine (0.33 mL, 1.9 mmol). After 24 h the reaction was poured into ethyl acetate, washed with water, and dried over sodium sulfate. Removal of the solvent gave a white solid that was purified by trituation using ethyl acetate/hexanes to give the titled product 0.18 g (67%) as a white solid: 1H NMR (300 MHz,... Starting materials: COC(COC1=NC=C(C=C1)N)=O ((5-aminopyridin-2-yloxy)acetic acid methyl ester), FC1=CC=C(C(=O)Cl)C=C1 (4-fluorobenzoyl chloride), C(C)(C)N(C(C)C)CC (N,N-diisopropylethylamine), C(C)(=O)OCC (ethyl acetate). Starting materials: CS(=O)(=O)OC1CN(C1)C(=O)OC(C)(C)C (tert-butyl 3-[(methylsulfonyl)oxy]azetidine-1-carboxylate), O.NN (hydrazine monohydrate). The solvent is O (water). Conditions: temperature 95 celsius. Yields the product N(N)C1CN(C1)C(=O)OC(C)(C)C (tert-Butyl 3-hydrazinoazetidine-1-carboxylate). Yield: 88.9%. Reaction SMILES: CS(O[CH:6]1[CH2:9][N:8]([C:10]([O:12][C:13]([CH3:16])([CH3:15])[CH3:14])=[O:11])[CH2:7]1)(=O)=O.O.[NH2:18][NH2:19]>O>[NH:18]([CH:6]1[CH2:9][N:8]([C:10]([O:12][C:13]([CH3:16])([CH3:15])[CH3:14])=[O:11])[CH2:7]1)[NH2:19] |f:1.2|. Procedure details: A suspension of tert-butyl 3-[(methylsulfonyl)oxy]azetidine-1-carboxylate (Preparation 35, 7.11 g, 28.3 mmol) in neat hydrazine monohydrate (13.7 mL, 283 mmol) was heated to 95° C. for 18 hours. The reaction was cooled to room temperature, then water (100 mL) was added and the mixture extracted with dichloromethane (5×100 mL). The combined organic phase was dried over anhydrous sodium sulfate, filtered and concentrated in vacuo to afford a the title compound as a clear oil (4.71 g, 89%). The com...